This data is from the Open Reaction Database (ORD), a public repository of structured organic reaction records. The task is: describe an organic reaction: reactants, conditions, products, and yield Reactants: BrCCCOC1=C(C=C(C=C1)OC1=CC=CC=C1)CCC (1-(3-bromopropoxy)-4-phenoxy-2-propylbenzene), OC1=CC=C(C=C1)S(=O)(=O)N (4-hydroxybenzenesulfonamide), C([O-])([O-])=O.[Cs+].[Cs+] (cesium carbonate). Run in CN(C)C=O (DMF). Reaction conditions: temperature 50 celsius, time 5 hour. The product is O(C1=CC=CC=C1)C1=CC(=C(OCCCOC2=CC=C(C=C2)S(=O)(=O)N)C=C1)CCC (4-[3-(4-phenoxy-2-propylphenoxy)propoxy]benzenesulfonamide). Reaction SMILES: Br[CH2:2][CH2:3][CH2:4][O:5][C:6]1[CH:11]=[CH:10][C:9]([O:12][C:13]2[CH:18]=[CH:17][CH:16]=[CH:15][CH:14]=2)=[CH:8][C:7]=1[CH2:19][CH2:20][CH3:21].[OH:22][C:23]1[CH:28]=[CH:27][C:26]([S:29]([NH2:32])(=[O:31])=[O:30])=[CH:25][CH:24]=1.C(=O)([O-])[O-].[Cs+].[Cs+]>CN(C=O)C>[O:12]([C:9]1[CH:10]=[CH:11][C:6]([O:5][CH2:4][CH2:3][CH2:2][O:22][C:23]2[CH:28]=[CH:27][C:26]([S:29]([NH2:32])(=[O:30])=[O:31])=[CH:25][CH:24]=2)=[C:7]([CH2:19][CH2:20][CH3:21])[CH:8]=1)[C:13]1[CH:18]=[CH:17][CH:16]=[CH:15][CH:14]=1 |f:2.3.4|. Procedure details: To a solution of 1-(3-bromopropoxy)-4-phenoxy-2-propylbenzene (1.01 g, 2.9 mmol) and 4-hydroxybenzenesulfonamide (0.5 g, 2.9 mmol) in dry DMF (29 mL) was added cesium carbonate (1.04 g, 3.2 mmol). The resulting suspension was stirred in a 50° C. oil bath for 5 h. After cooling to room temperature, the reaction suspension was concentrated under vacuum to a residue, which was then partitioned between ethyl acetate and water. The ethyl acetate phase was dried over sodium sulfate, filtered, and conc... The reactants are [Si](C)(C)(C(C)(C)C)OC=1C=C2C=CC(=CC2=CC1)[Bi](C1=CC2=CC=C(C=C2C=C1)O[Si](C)(C)C(C)(C)C)C1=CC2=CC=C(C=C2C=C1)O[Si](C)(C)C(C)(C)C (tris(6-tert-butyldimethylsilyloxynaphth-2-yl)bismuthine), C(C)(=O)OO (peracetic acid), C1CCOC1 (THF), C(C)C1C(CC(C(C(OC(C2CCCCN2C(C(C2(C(CC(C(C(CC(C(C(=C1)C)F)C)OC)O2)OC)C)O)=O)=O)=O)C(=CC2CC(C(CC2)O)OC)C)C)O)=O (17-ethyl-20-fluoro-1,14-dihydroxy-12-[2'-(4"-hydroxy-3"-methoxycyclohexyl)-1'-methylvinyl]-23,25-dimethoxy-13, 19,21,27-tetramethyl-11,28-dioxa-4-azatricyclo-[22.3.1.04,9 ]octacos-18-ene2,3,10,16-tetraone). Reagents/catalysts: CC(=O)[O-].CC(=O)[O-].[Cu+2] (Cu(OAc)2). Solvent: C(Cl)Cl (CH2Cl2). Conditions: temperature 40 celsius, time 72 hour. Product: C(C)C1C(CC(C(C(OC(C2CCCCN2C(C(C2(C(CC(C(C(CC(C(C(=C1)C)F)C)OC)O2)OC)C)O)=O)=O)=O)C(=CC2CC(C(CC2)OC2=CC1=CC=C(C=C1C=C2)O[Si](C)(C)C(C)(C)C)OC)C)C)O)=O (17-Ethyl-20- fluoro-1,14-dihydroxy-12-[2'-(4"-(6'"-tert-butyldimethylsilyloxynaphth-2-yloxy)-3"-methoxycyclohexyl)-1'-methylvinyl]-23,25-dimethoxy-13,19,21,27-tetra-methyl-11,28-dioxa-4-azatricyclo[22.3.1.04,9 ]-octacos-18-ene-2,3,10,16-tetraone). Reaction SMILES: [Si](OC1C=C2C(=CC=1)C=C([Bi](C1C=CC3C(=CC=C(O[Si](C(C)(C)C)(C)C)C=3)C=1)C1C=[CH:28][C:27]3[C:22](=[CH:23][CH:24]=[C:25]([O:30][Si:31]([C:34]([CH3:37])([CH3:36])[CH3:35])(C)[CH3:32])[CH:26]=3)C=1)C=C2)(C(C)(C)C)(C)C.[C:56](OO)(=O)C.[CH2:61]1[CH2:65]OC[CH2:62]1.[CH2:66]([CH:68]1[CH:94]=[C:93]([CH3:95])[CH:92]([F:96])[CH:91]([CH3:97])[CH2:90][CH:89]([O:98][CH3:99])[CH:88]2[O:100][C:84]([OH:104])([CH:85]([CH3:103])[CH2:86][CH:87]2[O:101][CH3:102])[C:83](=[O:105])[C:82](=[O:106])[N:81]2[CH:76]([CH2:77][CH2:78][CH2:79][CH2:80]2)[C:75](=[O:107])[O:74][CH:73]([C:108]([CH3:119])=[CH:109][CH:110]2[CH2:115][CH2:114][CH:113]([OH:116])[CH:112]([O:117][CH3:118])[CH2:111]2)[CH:72]([CH3:120])[CH:71]([OH:121])[CH2:70][C:69]1=[O:122])[CH3:67]>C(Cl)Cl.CC([O-])=O.CC([O-])=O.[Cu+2]>[CH2:66]([CH:68]1[CH:94]=[C:93]([CH3:95])[CH:92]([F:96])[CH:91]([CH3:97])[CH2:90][CH:89]([O:98][CH3:99])[CH:88]2[O:100][C:84]([OH:104])([CH:85]([CH3:103])[CH2:86][CH:87]2[O:101][CH3:102])[C:83](=[O:105])[C:82](=[O:106])[N:81]2[CH:76]([CH2:77][CH2:78][CH2:79][CH2:80]2)[C:75](=[O:107])[O:74][CH:73]([C:108]([CH3:119])=[CH:109][CH:110]2[CH2:115][CH2:114][CH:113]([O:116][C:61]3[CH:65]=[CH:28][C:27]4[C:22](=[CH:23][CH:24]=[C:25]([O:30][Si:31]([C:34]([CH3:35])([CH3:37])[CH3:36])([CH3:32])[CH3:56])[CH:26]=4)[CH:62]=3)[CH:112]([O:117][CH3:118])[CH2:111]2)[CH:72]([CH3:120])[CH:71]([OH:121])[CH2:70][C:69]1=[O:122])[CH3:67] |f:5.6.7|. Reported procedure: To a stirred solution of tris(6-tert-butyldimethylsilyloxynaphth-2-yl)bismuthine (100 mg, 0.215 mmol) in CH2Cl2 (4 mL) is added peracetic acid (0.05 mL, 0.238 mmol, 32 wt % in dilute acetic acid). To this stirred solution is added THF (1 mL), 17-ethyl-20-fluoro-1,14-dihydroxy-12-[2'-(4"-hydroxy-3"-methoxycyclohexyl)-1'-methylvinyl]-23,25-dimethoxy-13, 19,21,27-tetramethyl-11,28-dioxa-4-azatricyclo-[22.3.1.04,9 ]octacos-18-ene2,3,10,16-tetraone (100 mg, 0.126 mmol) and Cu(OAc)2 (catalytic amount)... Starting materials: CNC(=NCCS)NC#N, Cc1[nH]cnc1CCl, CCO, Cl, [Na]. The product is CNC(=NCCSCc1nc[nH]c1C)NC#N. As a reaction SMILES: [C:2](#[N:3])[NH:4][C:5](=[N:6][CH2:7][CH2:8][SH:9])[NH:10][CH3:11].[CH3:13][c:14]1[c:15]([CH2:19][Cl:20])[n:16][cH:17][nH:18]1.[CH3:21][CH2:22][OH:23].[ClH:12].[Na:1]>>[C:2](#[N:3])[NH:4][C:5](=[N:6][CH2:7][CH2:8][S:9][CH2:19][c:15]1[c:14]([CH3:13])[nH:18][cH:17][n:16]1)[NH:10][CH3:11]. The reactants are CCO, CC(CCCl)C(=O)Nc1cc(C(C)(C)C)on1, [K+], [OH-], O. Product: CC1CCN(c2cc(C(C)(C)C)on2)C1=O. RXN SMILES: [CH3:20][CH2:21][OH:22].[Cl:1][CH2:2][CH2:3][CH:4]([C:5](=[O:6])[NH:7][c:8]1[n:9][o:10][c:11]([C:13]([CH3:14])([CH3:15])[CH3:16])[cH:12]1)[CH3:17].[K+:19].[OH-:18].[OH2:23]>>[CH2:2]1[CH2:3][CH:4]([CH3:17])[C:5](=[O:6])[N:7]1[c:8]1[n:9][o:10][c:11]([C:13]([CH3:14])([CH3:15])[CH3:16])[cH:12]1. Reaction SMILES: [Cl:1][C:2]1[CH:7]=[CH:6][C:5]([C:8](=[N:35][OH:36])[NH:9][C:10](=O)[CH2:11][CH:12](CN2CCCC(C3C=CC=C(C(F)(F)F)C=3)C2)[C:13]([F:16])([F:15])[F:14])=[CH:4][CH:3]=1.[CH3:37][N:38]([CH:40]=O)[CH3:39].[CH3:42][CH2:43][CH2:44][CH2:45][CH2:46][CH3:47]>[Cl-].[Na+].O.O.O1CCOCC1>[ClH:1].[Cl:1][C:2]1[CH:3]=[CH:4][C:5]([C:8]2[N:9]=[C:10]([CH2:11][CH:12]([C:13]([F:14])([F:15])[F:16])[CH2:40][N:38]3[CH2:37][CH2:42][CH2:43][CH:44]([C:45]4[CH:7]=[CH:2][CH:3]=[C:47]([C:13]([F:16])([F:15])[F:14])[CH:46]=4)[CH2:39]3)[O:36][N:35]=2)=[CH:6][CH:7]=1 |f:3.4.5.6,8.9|. Product: Cl.ClC1=CC=C(C=C1)C1=NOC(=N1)CC(CN1CC(CCC1)C1=CC(=CC=C1)C(F)(F)F)C(F)(F)F (1-{2-[3-(4-chlorophenyl)-[1,2,4]oxadiazol-5-ylmethyl]-3,3,3-trifluoro-propyl}-3-(3-trifluoromethyl-phenyl)-piperidine hydrochloride). Procedure details: In a 5 mL sealed tube, N-((4-chlorophenyl)(hydroxyimino)methyl)-4,4,4-trifluoro-3-((3-(3-(trifluoromethyl)phenyl)piperidin-1-yl)methyl)butanamide (30 mg, 56.0 μmol) was combined with DMF (2 ml) and heated at 120° C. for 3 hr. The reaction mixture was diluted with 30 ml of brine/water (1:1) and extracted with ether (2×30 ml). The combined organic layer was washed with brine and water, dried with MgSO4, filtered and concentrated in vacuo to give an oil. This crude material was purified by flash ch... The solvent is [Cl-].[Na+].O.O (brine water), O1CCOCC1 (dioxane). Conditions: temperature 120 celsius. Reactants: ClC1=CC=C(C=C1)C(NC(CC(C(F)(F)F)CN1CC(CCC1)C1=CC(=CC=C1)C(F)(F)F)=O)=NO (N-((4-chlorophenyl)(hydroxyimino)methyl)-4,4,4-trifluoro-3-((3-(3-(trifluoromethyl)phenyl)piperidin-1-yl)methyl)butanamide), CCCCCC (hexane), CN(C)C=O (DMF). Yield: 41.0%. The reactants are Cn1cc(C(=O)O)cn1, CN(C)C=O, CCN(C(C)C)C(C)C, Nc1ccc(Cc2nc3c([nH]2)c(=O)n(Cc2ccccc2F)c(=O)n3CC2CC2)cc1. Product: Cn1cc(C(=O)Nc2ccc(Cc3nc4c([nH]3)c(=O)n(Cc3ccccc3F)c(=O)n4CC3CC3)cc2)cn1. Reaction SMILES: [CH3:32][n:33]1[n:34][cH:35][c:36]([C:38](=[O:39])[OH:40])[cH:37]1.[CH3:50][N:51]([CH3:52])[CH:53]=[O:54].[CH:41]([N:42]([CH2:43][CH3:44])[CH:45]([CH3:46])[CH3:47])([CH3:48])[CH3:49].[NH2:1][c:2]1[cH:3][cH:4][c:5]([CH2:6][c:7]2[n:8][c:9]3[n:10]([CH2:26][CH:27]4[CH2:28][CH2:29]4)[c:11](=[O:25])[n:12]([CH2:17][c:18]4[c:19]([F:24])[cH:20][cH:21][cH:22][cH:23]4)[c:13](=[O:16])[c:14]3[nH:15]2)[cH:30][cH:31]1>>[NH:1]([c:2]1[cH:3][cH:4][c:5]([CH2:6][c:7]2[n:8][c:9]3[n:10]([CH2:26][CH:27]4[CH2:28][CH2:29]4)[c:11](=[O:25])[n:12]([CH2:17][c:18]4[c:19]([F:24])[cH:20][cH:21][cH:22][cH:23]4)[c:13](=[O:16])[c:14]3[nH:15]2)[cH:30][cH:31]1)[C:38]([c:36]1[cH:35][n:34][n:33]([CH3:32])[cH:37]1)=[O:39].